The task is: describe an organic reaction: reactants, conditions, products, and yield. This data is from the Open Reaction Database (ORD), a public repository of structured organic reaction records. Starting materials: O=C(O)c1cnn2c(C(F)(F)F)cc(-c3ccc(C(F)(F)F)cc3)nc12, CC(C)(CO)NS(=O)(=O)c1cc(N)c(Cl)s1. The product is CC(C)(CO)NS(=O)(=O)c1cc(NC(=O)c2cnn3c(C(F)(F)F)cc(-c4ccc(C(F)(F)F)cc4)nc23)c(Cl)s1. Reaction SMILES: [F:1][C:2]([c:3]1[cH:4][c:5](-[c:15]2[cH:16][cH:17][c:18]([C:21]([F:22])([F:23])[F:24])[cH:19][cH:20]2)[n:6][c:7]2[n:8]1[n:9][cH:10][c:11]2[C:12](=[O:13])[OH:14])([F:25])[F:26].[OH:27][CH2:28][C:29]([CH3:30])([CH3:31])[NH:32][S:33](=[O:34])(=[O:35])[c:36]1[s:37][c:38]([Cl:42])[c:39]([NH2:41])[cH:40]1>>[F:1][C:2]([c:3]1[cH:4][c:5](-[c:15]2[cH:16][cH:17][c:18]([C:21]([F:22])([F:23])[F:24])[cH:19][cH:20]2)[n:6][c:7]2[n:8]1[n:9][cH:10][c:11]2[C:12](=[O:13])[NH:41][c:39]1[c:38]([Cl:42])[s:37][c:36]([S:33]([NH:32][C:29]([CH2:28][OH:27])([CH3:30])[CH3:31])(=[O:34])=[O:35])[cH:40]1)([F:25])[F:26]. The reactants are BrC1=CC(=C2C(=N1)N(N=C2C)C2OCCCC2)COS(=O)(=O)C (methanesulfonic acid 6-bromo-3-methyl-1-(tetrahydro-pyran-2-yl)-1H-pyrazolo[3,4-b]pyridin-4-ylmethyl ester), C(C)(C)(C)OC(=O)N1C(CNC(C1)(C)C)(CC)CC (2,2-diethyl-5,5-dimethyl-piperazine-1-carboxylic acid tert-butyl ester), CCN(C(C)C)C(C)C (DIPEA). Run in C1CCOC1 (THF), O (water). Conditions: temperature 160 celsius. Yields the product C(C)(C)(C)OC(=O)N1C(CN(C(C1)(C)C)CC1=C2C(=NC(=C1)Br)N(N=C2C)C2OCCCC2)(CC)CC (4-[6-Bromo-3-methyl-1-(tetrahydro-pyran-2-yl)-1H-pyrazolo[3,4-b]pyridin-4-ylmethyl]-2,2-diethyl-5,5-dimethyl-piperazine-1-carboxylic acid tert-butyl ester). Yield: 51.6%. Reaction SMILES: [Br:1][C:2]1[N:7]=[C:6]2[N:8]([CH:12]3[CH2:17][CH2:16][CH2:15][CH2:14][O:13]3)[N:9]=[C:10]([CH3:11])[C:5]2=[C:4]([CH2:18]OS(C)(=O)=O)[CH:3]=1.[C:24]([O:28][C:29]([N:31]1[CH2:36][C:35]([CH3:38])([CH3:37])[NH:34][CH2:33][C:32]1([CH2:41][CH3:42])[CH2:39][CH3:40])=[O:30])([CH3:27])([CH3:26])[CH3:25].CCN(C(C)C)C(C)C>C1COCC1.O>[C:24]([O:28][C:29]([N:31]1[CH2:36][C:35]([CH3:38])([CH3:37])[N:34]([CH2:18][C:4]2[CH:3]=[C:2]([Br:1])[N:7]=[C:6]3[N:8]([CH:12]4[CH2:17][CH2:16][CH2:15][CH2:14][O:13]4)[N:9]=[C:10]([CH3:11])[C:5]=23)[CH2:33][C:32]1([CH2:41][CH3:42])[CH2:39][CH3:40])=[O:30])([CH3:27])([CH3:26])[CH3:25]. Procedure: A mixture of 500 mg of methanesulfonic acid 6-bromo-3-methyl-1-(tetrahydro-pyran-2-yl)-1H-pyrazolo[3,4-b]pyridin-4-ylmethyl ester, 400 mg of 2,2-diethyl-5,5-dimethyl-piperazine-1-carboxylic acid tert-butyl ester and 0.43 ml of DIPEA in 8 ml of dry THF was heated to 160° C. for 30 min in a microwave reactor. For workup the mixture was taken up in water and ethyl acetate, the phases were separated, and the aqueous phase was extracted with ethyl acetate. The combined organic phases were dried over ... Reactants: [O-]O (hydroperoxide), [OH-].[Na+] (NaOH), CSCCCCC1=CC=C(S1)C1=NC(=NC=C1)NC1CC(NC(C1)(C)C)(C)C ({4-[5-(4-Methylsulfanyl-butyl)-thiophen-2-yl]-pyrimidin-2-yl}-(2,2,6,6-tetramethyl-piperidin-4-yl)-amine), S([O-])(O)=O.[Na+] (sodium bisulfite). The solvent is C(=O)(C(F)(F)F)O (TFA), C(Cl)Cl (DCM). Conditions: time 2 hour. Product: CS(=O)CCCCC1=CC=C(S1)C1=NC(=NC=C1)NC1CC(NC(C1)(C)C)(C)C ({4-[5-(Methanesulfinyl-butyl)-thiophen-2-yl]-pyrimidin-2-yl}-(2,2,6,6-tetramethyl-piperidin-4-yl)-amine). RXN SMILES: [CH3:1][S:2][CH2:3][CH2:4][CH2:5][CH2:6][C:7]1[S:11][C:10]([C:12]2[CH:17]=[CH:16][N:15]=[C:14]([NH:18][CH:19]3[CH2:24][C:23]([CH3:26])([CH3:25])[NH:22][C:21]([CH3:28])([CH3:27])[CH2:20]3)[N:13]=2)=[CH:9][CH:8]=1.[O-]O.S(=O)(O)[O-:32].[Na+].[OH-].[Na+]>C(O)(C(F)(F)F)=O.C(Cl)Cl>[CH3:1][S:2]([CH2:3][CH2:4][CH2:5][CH2:6][C:7]1[S:11][C:10]([C:12]2[CH:17]=[CH:16][N:15]=[C:14]([NH:18][CH:19]3[CH2:24][C:23]([CH3:26])([CH3:25])[NH:22][C:21]([CH3:28])([CH3:27])[CH2:20]3)[N:13]=2)=[CH:9][CH:8]=1)=[O:32] |f:2.3,4.5|. Procedure: Compound of Step C (650 mg, 1.55 mmol) was dissolved in 5 ml TFA and 3 ml DCM. At room temperature 79 mg (2.3 mmol) hydroperoxide 30% were added. This mixture was stirred at room temperature for 2 hours. Afterwards 10 ml 10% sodium bisulfite solution was added and stirring continued for 15 minutes. The solution was basified with 40% NaOH and extracted with EtOAc. The crude was purified by chromatography on silicagel (DCM/MeOH/ammonia:9/1/0.1). Yield: 0.35 g (50%).